From a dataset of the Open Reaction Database (ORD), a public repository of structured organic reaction records. describe an organic reaction: reactants, conditions, products, and yield RXN SMILES: [BH4-:43].[C:2]([CH3:3])([CH3:4])([CH3:5])[c:6]1[cH:7][cH:8][c:9]([C:12]([c:13]2[cH:14][cH:15][cH:16][cH:17][cH:18]2)([OH:19])[CH:20]2[CH2:21][CH2:22][N:23]([CH2:26][CH2:27][CH2:28][C:29](=[O:30])[c:31]3[cH:32][cH:33][c:34]([C:37]([CH3:38])([CH3:39])[CH3:40])[cH:35][cH:36]3)[CH2:24][CH2:25]2)[cH:10][cH:11]1.[CH3:45][OH:46].[ClH:1].[K+:42].[K+:44].[OH-:41]>>[C:2]([CH3:3])([CH3:4])([CH3:5])[c:6]1[cH:7][cH:8][c:9]([C:12]([c:13]2[cH:14][cH:15][cH:16][cH:17][cH:18]2)([OH:19])[CH:20]2[CH2:21][CH2:22][N:23]([CH2:26][CH2:27][CH2:28][CH:29]([OH:30])[c:31]3[cH:32][cH:33][c:34]([C:37]([CH3:38])([CH3:39])[CH3:40])[cH:35][cH:36]3)[CH2:24][CH2:25]2)[cH:10][cH:11]1. Starting materials: [BH4-], CC(C)(C)c1ccc(C(=O)CCCN2CCC(C(O)(c3ccccc3)c3ccc(C(C)(C)C)cc3)CC2)cc1, CO, Cl, [K+], [K+], [OH-]. Product: CC(C)(C)c1ccc(C(O)CCCN2CCC(C(O)(c3ccccc3)c3ccc(C(C)(C)C)cc3)CC2)cc1. Starting materials: COc1ccc(C=O)cc1, COC(=O)c1ccc(OC)cc1, CCOC(C)=O, CO. Yields the product COc1ccc(O)cc1, COC(=O)c1ccc(OC)cc1. RXN SMILES: [CH3:13][O:14][c:15]1[cH:16][cH:17][c:18]([CH:19]=[O:20])[cH:21][cH:22]1.[CH3:1][O:2][c:3]1[cH:4][cH:5][c:6]([C:7](=[O:8])[O:9][CH3:10])[cH:11][cH:12]1.[CH3:23][CH2:24][O:25][C:26]([CH3:27])=[O:28].[CH3:29][OH:30]>>[CH3:13][O:14][c:15]1[cH:16][cH:17][c:18]([OH:25])[cH:21][cH:22]1.[CH3:1][O:2][c:3]1[cH:4][cH:5][c:6]([C:7](=[O:8])[O:9][CH3:10])[cH:11][cH:12]1. Starting materials: Cl, Cl, Cl, NC1CCC(CCN2CCN(c3nccc4c3CCO4)CC2)CC1, CCC(O)CC(=O)OC. Yields the product CCC(O)CC(=O)NC1CCC(CCN2CCN(c3nccc4c3CCO4)CC2)CC1. RXN SMILES: [ClH:1].[ClH:2].[ClH:3].[O:4]1[CH2:5][CH2:6][c:7]2[c:8]([N:13]3[CH2:14][CH2:15][N:16]([CH2:19][CH2:20][CH:21]4[CH2:22][CH2:23][CH:24]([NH2:27])[CH2:25][CH2:26]4)[CH2:17][CH2:18]3)[n:9][cH:10][cH:11][c:12]21.[OH:28][CH:29]([CH2:30][C:31](=[O:32])[O:33][CH3:34])[CH2:35][CH3:36]>>[O:4]1[CH2:5][CH2:6][c:7]2[c:8]([N:13]3[CH2:14][CH2:15][N:16]([CH2:19][CH2:20][CH:21]4[CH2:22][CH2:23][CH:24]([NH:27][C:31]([CH2:30][CH:29]([OH:28])[CH2:35][CH3:36])=[O:32])[CH2:25][CH2:26]4)[CH2:17][CH2:18]3)[n:9][cH:10][cH:11][c:12]21. Reactants: ClCCl, CC(=O)Cl, Oc1cccc(F)c1, c1ccncc1. Product: CC(=O)Oc1cccc(F)c1. Reaction SMILES: [CH2:19]([Cl:20])[Cl:21].[CH3:15][C:16]([Cl:17])=[O:18].[F:1][c:2]1[cH:3][c:4]([OH:8])[cH:5][cH:6][cH:7]1.[cH:9]1[cH:10][cH:11][n:12][cH:13][cH:14]1>>[F:1][c:2]1[cH:3][c:4]([O:8][C:16]([CH3:15])=[O:18])[cH:5][cH:6][cH:7]1. Reactants: B, N#Cc1cccc(S(=O)(=O)N(Cc2ccc(F)cc2)Cc2cc(Cl)cc(Cl)c2)c1, C1CCOC1. The product is NCc1cccc(S(=O)(=O)N(Cc2ccc(F)cc2)Cc2cc(Cl)cc(Cl)c2)c1. As a reaction SMILES: [BH3:30].[C:1](#[N:2])[c:3]1[cH:4][c:5]([S:9](=[O:10])(=[O:11])[N:12]([CH2:13][c:14]2[cH:15][cH:16][c:17]([F:20])[cH:18][cH:19]2)[CH2:21][c:22]2[cH:23][c:24]([Cl:29])[cH:25][c:26]([Cl:28])[cH:27]2)[cH:6][cH:7][cH:8]1.[CH2:31]1[O:32][CH2:33][CH2:34][CH2:35]1>>[CH2:1]([NH2:2])[c:3]1[cH:4][c:5]([S:9](=[O:10])(=[O:11])[N:12]([CH2:13][c:14]2[cH:15][cH:16][c:17]([F:20])[cH:18][cH:19]2)[CH2:21][c:22]2[cH:23][c:24]([Cl:29])[cH:25][c:26]([Cl:28])[cH:27]2)[cH:6][cH:7][cH:8]1. Yields the product COc1ccccc1C=C1CCCC1=O. Reactants: COc1ccccc1C=O, O=C1CCCC1. RXN SMILES: [CH3:1][O:2][c:3]1[c:4]([CH:5]=[O:6])[cH:7][cH:8][cH:9][cH:10]1.[O:11]=[C:12]1[CH2:13][CH2:14][CH2:15][CH2:16]1>>[CH3:1][O:2][c:3]1[c:4]([CH:5]=[C:13]2[C:12](=[O:11])[CH2:16][CH2:15][CH2:14]2)[cH:7][cH:8][cH:9][cH:10]1. Starting materials: C(#N)C=1C(=C(SC1N1CCOCC1)C(=O)OCC)CC1=CC2=CC=CC=C2C=C1 (ethyl 4-cyano-5-morpholin-4-yl-3-(2-naphthylmethyl)thiophene-2-carboxylate), CI (Methyl iodide). The solvent is CN(C=O)C (N,N-dimethylformamide). Conditions: temperature -25 celsius. The product is C(#N)C=1C(=C(SC1N1CCOCC1)C(=O)OCC)C(C)C1=CC2=CC=CC=C2C=C1 (Ethyl 4-cyano-5-(morpholin-4-yl)-3-[1-(2-naphthyl)ethyl]thiophene-2-carboxylate). Yield: 78.6%. As a reaction SMILES: [C:1]([C:3]1[C:4]([CH2:19][C:20]2[CH:29]=[CH:28][C:27]3[C:22](=[CH:23][CH:24]=[CH:25][CH:26]=3)[CH:21]=2)=[C:5]([C:14]([O:16][CH2:17][CH3:18])=[O:15])[S:6][C:7]=1[N:8]1[CH2:13][CH2:12][O:11][CH2:10][CH2:9]1)#[N:2].[CH3:30]I>CN(C)C=O>[C:1]([C:3]1[C:4]([CH:19]([C:20]2[CH:29]=[CH:28][C:27]3[C:22](=[CH:23][CH:24]=[CH:25][CH:26]=3)[CH:21]=2)[CH3:30])=[C:5]([C:14]([O:16][CH2:17][CH3:18])=[O:15])[S:6][C:7]=1[N:8]1[CH2:13][CH2:12][O:11][CH2:10][CH2:9]1)#[N:2]. Procedure: A 1 L flask was charged with a big egg-shape stirring bar and ethyl 4-cyano-5-morpholin-4-yl-3-(2-naphthylmethyl)thiophene-2-carboxylate (14.5 g, 35.7 mmol). To the flask was added N,N-dimethylformamide (240 mL) and the mixture was evacuated and purged with nitrogen (×3). To the flask was added tetrahydrofuran (60 mL), and the mixture was stirred until it became a clear yellow solution. The solution was cooled to ˜−25° C. in a dry ice-acetone bath (the temperature was actively controlled by slow... Starting materials: COc1cc(N)cc2c1N(C(C)=O)C(C)(C)CC2(C)c1ccccc1, C1CCOC1, O=C(Cl)c1ccc(-c2ccccc2)cc1, c1ccncc1. Product: COc1cc(NC(=O)c2ccc(-c3ccccc3)cc2)cc2c1N(C(C)=O)C(C)(C)CC2(C)c1ccccc1. Reaction SMILES: [C:1]([CH3:2])(=[O:3])[N:4]1[C:5]([CH3:24])([CH3:25])[CH2:6][C:7]([CH3:17])([c:18]2[cH:19][cH:20][cH:21][cH:22][cH:23]2)[c:8]2[cH:9][c:10]([NH2:16])[cH:11][c:12]([O:14][CH3:15])[c:13]21.[O:47]1[CH2:48][CH2:49][CH2:50][CH2:51]1.[c:26]1(-[c:35]2[cH:36][cH:37][cH:38][cH:39][cH:40]2)[cH:27][cH:28][c:29]([C:32](=[O:33])[Cl:34])[cH:30][cH:31]1.[cH:41]1[cH:42][cH:43][n:44][cH:45][cH:46]1>>[C:1]([CH3:2])(=[O:3])[N:4]1[C:5]([CH3:24])([CH3:25])[CH2:6][C:7]([CH3:17])([c:18]2[cH:19][cH:20][cH:21][cH:22][cH:23]2)[c:8]2[cH:9][c:10]([NH:16][C:32]([c:29]3[cH:28][cH:27][c:26](-[c:35]4[cH:36][cH:37][cH:38][cH:39][cH:40]4)[cH:31][cH:30]3)=[O:33])[cH:11][c:12]([O:14][CH3:15])[c:13]21. Starting materials: CN(CCNC1=C(C=CC=C1F)CO)C ((2-(2-(dimethylamino)ethylamino)-3-fluorophenyl)methanol). Reagents/catalysts: O=[Mn]=O (MnO2). The solvent is C1(=CC=CC=C1)C (toluene). Yields the product CN(CCNC1=C(C=O)C=CC=C1F)C (2-(2-(Dimethylamino)ethylamino)-3-fluorobenzaldehyde). RXN SMILES: [CH3:1][N:2]([CH3:15])[CH2:3][CH2:4][NH:5][C:6]1[C:11]([F:12])=[CH:10][CH:9]=[CH:8][C:7]=1[CH2:13][OH:14]>C1(C)C=CC=CC=1.O=[Mn]=O>[CH3:1][N:2]([CH3:15])[CH2:3][CH2:4][NH:5][C:6]1[C:11]([F:12])=[CH:10][CH:9]=[CH:8][C:7]=1[CH:13]=[O:14]. Procedure: (2-(2-(dimethylamino)ethylamino)-3-fluorophenyl)methanol (536 mg, 2.525 mmol) and MnO2 (878.1 mg, 174.7 μL, 10.10 mmol) were heated to reflux in toluene (13 mL) overnight. The suspension was filtered through Celite with CH2Cl2 and concentrated on a rotary evaporator. The crude product was purified on 12 g Redisep ISCO column eluting with 4-55% EtOAc/Hexanes over 30 CV. 2-(2-(Dimethylamino)ethylamino)-3-fluorobenzaldehyde was identified by 1H-NMR and carried on to next reaction.